From a dataset of the Open Reaction Database (ORD), a public repository of structured organic reaction records. describe an organic reaction: reactants, conditions, products, and yield The reactants are CC(C)O, Cl, COCOc1ccc2nc(-c3ccc(OCCCF)cc3)cn2c1, O. Yields the product Oc1ccc2nc(-c3ccc(OCCCF)cc3)cn2c1. Reaction SMILES: [CH:27]([OH:28])([CH3:29])[CH3:30].[ClH:25].[F:1][CH2:2][CH2:3][CH2:4][O:5][c:6]1[cH:7][cH:8][c:9](-[c:12]2[n:13][c:14]3[n:15]([cH:16][c:17]([O:20][CH2:21][O:22][CH3:23])[cH:18][cH:19]3)[cH:24]2)[cH:10][cH:11]1.[OH2:26]>>[F:1][CH2:2][CH2:3][CH2:4][O:5][c:6]1[cH:7][cH:8][c:9](-[c:12]2[n:13][c:14]3[n:15]([cH:16][c:17]([OH:20])[cH:18][cH:19]3)[cH:24]2)[cH:10][cH:11]1. The reactants are O=[O+][O-] (Ozone), C(C)(C)(C)OC(=O)N1[C@@H]([C@@H]([C@H](C1)F)OCC=C)C(NCC1=C(C(=CC=C1)Cl)F)=O ((2S,3S,4S)-3-allyloxy-2-(3-chloro-2-fluoro-benzylcarbamoyl)-4-fluoro-pyrrolidine-1-carboxylic acid tert-butyl ester), O=[O+][O-] (ozone), C1(=CC=CC=C1)P(C1=CC=CC=C1)C1=CC=CC=C1 (Triphenylphosphine), ozonide. Solvent: C(Cl)Cl (CH2Cl2). Yields the product C(C)(C)(C)OC(=O)N1[C@@H]([C@@H]([C@H](C1)F)OCC=O)C(NCC1=C(C(=CC=C1)Cl)F)=O ((2S,3S,4S)-2-(3-Chloro-2-fluoro-benzylcarbamoyl)-4-fluoro-3-(2-oxo-ethoxy)-pyrrolidine-1-carboxylic acid tert-butyl ester). RXN SMILES: [O:1]=[O+][O-].[C:4]([O:8][C:9]([N:11]1[CH2:15][C@H:14]([F:16])[C@@H:13]([O:17][CH2:18][CH:19]=C)[C@H:12]1[C:21](=[O:32])[NH:22][CH2:23][C:24]1[CH:29]=[CH:28][CH:27]=[C:26]([Cl:30])[C:25]=1[F:31])=[O:10])([CH3:7])([CH3:6])[CH3:5].C1(P(C2C=CC=CC=2)C2C=CC=CC=2)C=CC=CC=1>C(Cl)Cl>[C:4]([O:8][C:9]([N:11]1[CH2:15][C@H:14]([F:16])[C@@H:13]([O:17][CH2:18][CH:19]=[O:1])[C@H:12]1[C:21](=[O:32])[NH:22][CH2:23][C:24]1[CH:29]=[CH:28][CH:27]=[C:26]([Cl:30])[C:25]=1[F:31])=[O:10])([CH3:7])([CH3:5])[CH3:6]. Procedure: Ozone was bubbled through a solution of (2S,3S,4S)-3-allyloxy-2-(3-chloro-2-fluoro-benzylcarbamoyl)-4-fluoro-pyrrolidine-1-carboxylic acid tert-butyl ester (59 mg, 0.137 mmol) in CH2Cl2 (20 mL) at −78° C. When the solution turned blue, ozone addition was stopped and nitrogen was passed through the solution until the blue color was discharged. Triphenylphosphine (35.9 mg, 0.137 mmol) was added to the ozonide solution at −78° C. and the reaction mixture was allowed to slowly reach RT. The reaction... Starting materials: CN(C)C=O, CN(Cc1cc(Nc2ccccc2)n(-c2ccccc2)n1)C(=O)OC(C)(C)C, [H-], CI, [Na+], C1CCOC1, O. Yields the product CN(Cc1cc(N(C)c2ccccc2)n(-c2ccccc2)n1)C(=O)OC(C)(C)C. As a reaction SMILES: [CH3:39][N:40]([CH3:41])[CH:42]=[O:43].[CH3:3][N:4]([C:5]([O:6][C:7]([CH3:8])([CH3:9])[CH3:10])=[O:11])[CH2:12][c:13]1[n:14][n:15](-[c:25]2[cH:26][cH:27][cH:28][cH:29][cH:30]2)[c:16]([NH:18][c:19]2[cH:20][cH:21][cH:22][cH:23][cH:24]2)[cH:17]1.[H-:1].[I:31][CH3:32].[Na+:2].[O:34]1[CH2:35][CH2:36][CH2:37][CH2:38]1.[OH2:33]>>[CH3:3][N:4]([C:5]([O:6][C:7]([CH3:8])([CH3:9])[CH3:10])=[O:11])[CH2:12][c:13]1[n:14][n:15](-[c:25]2[cH:26][cH:27][cH:28][cH:29][cH:30]2)[c:16]([N:18]([c:19]2[cH:20][cH:21][cH:22][cH:23][cH:24]2)[CH3:32])[cH:17]1. The reactants are CONCC1=CC2=C(C(=C(C=C2OC12CCC2)C)O)C (3-[(methoxyamino)methyl]-5,7-dimethylspiro[chromene-2,1′-cyclobutan]-6-ol). Reagents/catalysts: [Pd] (Pd). The solvent is C(C)(=O)OCC (ethyl acetate). Run at time 8 hour. Product: CONCC1CC2=C(C(=C(C=C2OC12CCC2)C)O)C (3-[(methoxyamino)methyl]-5,7-dimethyl-3,4-dihydrospiro[chromene-2,1′-cyclobutan]-6-ol). Yield: 17.9%. RXN SMILES: [CH3:1][O:2][NH:3][CH2:4][C:5]1[C:14]2([CH2:17][CH2:16][CH2:15]2)[O:13][C:12]2[C:7](=[C:8]([CH3:20])[C:9]([OH:19])=[C:10]([CH3:18])[CH:11]=2)[CH:6]=1>C(OCC)(=O)C.[Pd]>[CH3:1][O:2][NH:3][CH2:4][CH:5]1[C:14]2([CH2:15][CH2:16][CH2:17]2)[O:13][C:12]2[C:7](=[C:8]([CH3:20])[C:9]([OH:19])=[C:10]([CH3:18])[CH:11]=2)[CH2:6]1. Procedure: A solution of 3-[(methoxyamino)methyl]-5,7-dimethylspiro[chromene-2,1′-cyclobutan]-6-ol (300 mg) in 20 mL of ethyl acetate was treated with Pd (100 mg, 10% on activated carbon), flushed with H2, and left stirring in a hydrogen atmosphere overnight. After filtration through a pad of silica, the solvents were evaporated. The residue was purified by flash chromatography eluted with 30% ethyl acetate and hexane to give 54.0 mg of 3-[(methoxyamino)methyl]-5,7-dimethyl-3,4-dihydrospiro[chromene-2,1′-c... The reactants are OC1=CC=2C(=C3C(C4=CC=CC=C4C(C3=CC2)=O)=O)C=C1 (3-hydroxy-benzo[a]anthracene-7,12-dione), [OH-].[Na+] (sodium hydroxide), CCCCON=O (N-butylnitrite). Run in C(CCC)O (butanol), O (water). Reaction conditions: temperature 60 celsius. Yields the product OC1=C(C=2C(=C3C(C4=CC=CC=C4C(C3=CC2)=O)=O)C=C1)N=O (3-hydroxy-4-nitroso-benzo[a]anthracene-7,12-dione). RXN SMILES: [OH-].[Na+].[OH:3][C:4]1[CH:23]=[CH:22][C:7]2=[C:8]3[C:17](=[CH:18][CH:19]=[C:6]2[CH:5]=1)[C:16](=[O:20])[C:15]1[C:10](=[CH:11][CH:12]=[CH:13][CH:14]=1)[C:9]3=[O:21].CCCC[O:28][N:29]=O>O.C(O)CCC>[OH:3][C:4]1[CH:23]=[CH:22][C:7]2=[C:8]3[C:17](=[CH:18][CH:19]=[C:6]2[C:5]=1[N:29]=[O:28])[C:16](=[O:20])[C:15]1[C:10](=[CH:11][CH:12]=[CH:13][CH:14]=1)[C:9]3=[O:21] |f:0.1|. Procedure details: A solution of sodium hydroxide (0.72 g) in water (0.72 g) is added under stirring at ambient temperature to a suspension of 3-hydroxy-benzo[a]anthracene-7,12-dione, prepared as described in Journal Organic Chemistry (1986) 51 page 3502, (5 g; 18 mmoles) in butanol (25 ml). N-butylnitrite (2 g; 19.4 mmoles) is added over a period of 1 hour to the mixture, which is maintained at 60° C. The reaction mixture is maintained at 60° C. for 4 hours, cooled to ambient temperature and filtered. The solid i...